Dataset: the Open Reaction Database (ORD), a public repository of structured organic reaction records. Task: describe an organic reaction: reactants, conditions, products, and yield Reactants: OC1=C(NS(C2=C1C=CC=C2)(=O)=O)C(=O)OC (methyl 4-hydroxy-2H-1,2-benzothiazine-3-carboxylate-1,1-dioxide), NC=1SC(=CN1)C (2-amino-5-methyl-thiazole). The product is OC1=C(NS(C2=C1C=CC=C2)(=O)=O)C(=O)NC=2SC(=CN2)C (4-Hydroxy-N-(5-methyl-2-thiazolyl)-2H-1,2-benzothiazine-3-carboxamide-1,1-dioxide). The yield is 31.0%. RXN SMILES: [OH:1][C:2]1[C:7]2[CH:8]=[CH:9][CH:10]=[CH:11][C:6]=2[S:5](=[O:13])(=[O:12])[NH:4][C:3]=1[C:14]([O:16]C)=O.[NH2:18][C:19]1[S:20][C:21]([CH3:24])=[CH:22][N:23]=1>>[OH:1][C:2]1[C:7]2[CH:8]=[CH:9][CH:10]=[CH:11][C:6]=2[S:5](=[O:12])(=[O:13])[NH:4][C:3]=1[C:14]([NH:18][C:19]1[S:20][C:21]([CH3:24])=[CH:22][N:23]=1)=[O:16]. Reported procedure: Prepared from methyl 4-hydroxy-2H-1,2-benzothiazine-3-carboxylate-1,1-dioxide and 2-amino-5-methyl-thiazole analogous to Example 1. The crude product (65% of theory) was purified by column chromatography (Merck-silica gel 60, particle size: 0.2-0.5 mm), using chloroform/ethanol (97:3) as eluant. 4-Hydroxy-N-(5-methyl-2-thiazolyl)-2H-1,2-benzothiazine-3-carboxamide-1,1-dioxide was obtained with a yield of 31% of theory. Starting materials: C(C)OC(COC1=C(C=C(C=C1)SC1=CC(=CC(=C1)OC1CCCC1)Br)C)=O ([4-(3-Bromo-5-cyclopentyloxy-phenylsulfanyl)-2-methyl-phenoxy]-acetic acid ethyl ester), C(C#C)N1CCOCC1 (4-prop-2-ynyl-morpholine), C(C)OC(COC1=C(C=C(C=C1)SC1=CC(=CC(=C1)C#CC1=CC=C(C=C1)CO)OCCC1=CC=C(C=C1)Cl)C)=O ({4-[3-[2-(4-Chlorophenyl)-ethoxy]-5-(4-hydroxymethyl-phenylethynyl)-phenylsulfanyl]-2-methyl-phenoxy}-acetic acid ethyl ester). The product is C(C)OC(COC1=C(C=C(C=C1)SC1=CC(=CC(=C1)C#CCN1CCOCC1)OC1CCCC1)C)=O ({4-[3-Cyclopentyloxy-5-(3-morpholin-4-yl-prop-1-ynyl)-phenylsulfanyl]-2-methyl-phenoxy}-acetic Acid Ethyl Ester). As a reaction SMILES: [CH2:1]([O:3][C:4](=[O:28])[CH2:5][O:6][C:7]1[CH:12]=[CH:11][C:10]([S:13][C:14]2[CH:19]=[C:18]([O:20][CH:21]3[CH2:25][CH2:24][CH2:23][CH2:22]3)[CH:17]=[C:16](Br)[CH:15]=2)=[CH:9][C:8]=1[CH3:27])[CH3:2].[CH2:29]([N:32]1[CH2:37][CH2:36][O:35][CH2:34][CH2:33]1)[C:30]#[CH:31].C(OC(=O)COC1C=CC(SC2C=C(C#CC3C=CC(CO)=CC=3)C=C(OCCC3C=CC(Cl)=CC=3)C=2)=CC=1C)C>>[CH2:1]([O:3][C:4](=[O:28])[CH2:5][O:6][C:7]1[CH:12]=[CH:11][C:10]([S:13][C:14]2[CH:15]=[C:16]([C:31]#[C:30][CH2:29][N:32]3[CH2:37][CH2:36][O:35][CH2:34][CH2:33]3)[CH:17]=[C:18]([O:20][CH:21]3[CH2:25][CH2:24][CH2:23][CH2:22]3)[CH:19]=2)=[CH:9][C:8]=1[CH3:27])[CH3:2]. Procedure: The title product was prepared from [4-(3-Bromo-5-cyclopentyloxy-phenylsulfanyl)-2-methyl-phenoxy]-acetic acid ethyl ester (250 mg; 0.54 mmol) and 4-prop-2-ynyl-morpholine (134.48 mg; 1.07 mmol) applying the procedure described for {4-[3-[2-(4-Chlorophenyl)-ethoxy]-5-(4-hydroxymethyl-phenylethynyl)-phenylsulfanyl]-2-methyl-phenoxy}-acetic acid ethyl ester. The crude product was purified by preparative HPLC (method B). Yield: 210 mg (95%). HPLC-MS: m/z: 510.2 (M+H)+; Rt: 2.03 min The reactants are CCO, [Cl-], CC(F)(F)c1ccc(Cn2ncc([N+](=O)[O-])n2)o1, [Fe], N#N, [NH4+], O. Product: CC(F)(F)c1ccc(Cn2ncc(N)n2)o1. RXN SMILES: [CH3:23][CH2:24][OH:25].[Cl-:21].[F:3][C:4]([CH3:5])([F:6])[c:7]1[cH:8][cH:9][c:10]([CH2:12][n:13]2[n:14][cH:15][c:16]([N+:18]([O-:19])=[O:20])[n:17]2)[o:11]1.[Fe:27].[N:1]#[N:2].[NH4+:22].[OH2:26]>>[F:3][C:4]([CH3:5])([F:6])[c:7]1[cH:8][cH:9][c:10]([CH2:12][n:13]2[n:14][cH:15][c:16]([NH2:18])[n:17]2)[o:11]1. Reactants: C1(C(CCCCCC1)=O)=O (cyclooctane-1,2-dione), COP(OC)(=O)CC(=O)C1=C(C=CC(=C1)Cl)C(F)(F)F ([2-(5-Chloro-2-trifluoromethyl-phenyl)-2-oxo-ethyl]-phosphonic acid dimethyl ester), O.NN (hydrazine monohydrate). The product is ClC=1C=CC(=C(C1)C1=CC2=C(N=N1)CCCCCC2)C(F)(F)F (3-(5-Chloro-2-trifluoromethyl-phenyl)-5,6,7,8,9,10-hexahydro-cycloocta[c]pyridazine). As a reaction SMILES: [C:1]1(=O)[CH2:8][CH2:7][CH2:6][CH2:5][CH2:4][CH2:3][C:2]1=O.COP([CH2:17][C:18]([C:20]1[CH:25]=[C:24]([Cl:26])[CH:23]=[CH:22][C:21]=1[C:27]([F:30])([F:29])[F:28])=O)(=O)OC.O.[NH2:32][NH2:33]>>[Cl:26][C:24]1[CH:23]=[CH:22][C:21]([C:27]([F:30])([F:29])[F:28])=[C:20]([C:18]2[N:33]=[N:32][C:2]3[CH2:3][CH2:4][CH2:5][CH2:6][CH2:7][CH2:8][C:1]=3[CH:17]=2)[CH:25]=1 |f:2.3|. Reported procedure: yellow oil. MS (ESI): 340.1 (MH+). Prepared from cyclooctane-1,2-dione, [2-(5-Chloro-2-trifluoromethyl-phenyl)-2-oxo-ethyl]-phosphonic acid dimethyl ester, hydrazine monohydrate. Reactants: [Al+3].[Cl-].[Cl-].[Cl-] (AlCl3), BrC1=C(C(=CC=C1)O)C (3-bromocresol), C1=C(C=CC2=CC=CC=C12)C(=O)Cl (2-naphthoyl chloride), C(Cl)(Cl)Cl (CHCl3). The product is BrC1=C(C=CC(=C1)OC)C(=O)C1=CC2=CC=CC=C2C=C1 ((2-Bromo-4-methoxyphenyl)(2-naphthyl)methanone). The yield is 47.0%. As a reaction SMILES: [Al+3].[Cl-].[Cl-].[Cl-].[Br:5][C:6]1[CH:11]=[CH:10][CH:9]=[C:8]([OH:12])[C:7]=1C.[CH:14]1[C:23]2[C:18](=[CH:19][CH:20]=[CH:21][CH:22]=2)[CH:17]=[CH:16][C:15]=1[C:24](Cl)=[O:25].[CH:27](Cl)(Cl)Cl>>[Br:5][C:6]1[CH:7]=[C:8]([O:12][CH3:27])[CH:9]=[CH:10][C:11]=1[C:24]([C:15]1[CH:16]=[CH:17][C:18]2[C:23](=[CH:22][CH:21]=[CH:20][CH:19]=2)[CH:14]=1)=[O:25] |f:0.1.2.3|. Reported procedure: AlCl3 (17.48 g; 131.1 mmol) was added portionwise to a mixture of 3-bromocresol (16.04 g; 87.4 mmol) and 2-naphthoyl chloride (25.00 g; 131.1 mmol) in 50 mL of CHCl3 gave 14.0 g (47%) of the title compound.